This data is from the Open Reaction Database (ORD), a public repository of structured organic reaction records. The task is: describe an organic reaction: reactants, conditions, products, and yield Product: CC(CC(=O)N1CCOCCOCCOCC1)(C)C (1-(3,3-Dimethylbutyroyl)-1-aza-4,7,10-trioxacyclododecane). Procedure details: Analogously to Example 14 from 1-aza-4,7,10-trioxacyclododecane and 3,3-dimethylbutyryl chloride. Starting materials: N1CCOCCOCCOCC1 (1-aza-4,7,10-trioxacyclododecane), CC(CC(=O)Cl)(C)C (3,3-dimethylbutyryl chloride). As a reaction SMILES: [NH:1]1[CH2:12][CH2:11][O:10][CH2:9][CH2:8][O:7][CH2:6][CH2:5][O:4][CH2:3][CH2:2]1.[CH3:13][C:14]([CH3:20])([CH3:19])[CH2:15][C:16](Cl)=[O:17]>>[CH3:13][C:14]([CH3:20])([CH3:19])[CH2:15][C:16]([N:1]1[CH2:12][CH2:11][O:10][CH2:9][CH2:8][O:7][CH2:6][CH2:5][O:4][CH2:3][CH2:2]1)=[O:17]. Reactants: COC1=NC=CC=C1B(O)O ((2-methoxypyridin-3-yl)boronic acid), IC1=CNC=2N=CN=C(C21)C2=CC=CC=C2 (5-iodo-4-phenyl-7H-pyrrolo[2,3-d]pyrimidine), C([O-])([O-])=O.[Na+].[Na+] (sodium carbonate). The reagents and catalysts are [Pd] (Pd). Solvent: O1CCOCC1 (dioxane), O (water). Conditions: temperature 170 celsius. Product: COC1=NC=CC=C1C1=CNC=2N=CN=C(C21)C2=CC=CC=C2 (5-(2-methoxypyridin-3-yl)-4-phenyl-7H-pyrrolo[2,3-d]pyrimidine). RXN SMILES: [CH3:1][O:2][C:3]1[C:8](B(O)O)=[CH:7][CH:6]=[CH:5][N:4]=1.I[C:13]1[C:21]2[C:20]([C:22]3[CH:27]=[CH:26][CH:25]=[CH:24][CH:23]=3)=[N:19][CH:18]=[N:17][C:16]=2[NH:15][CH:14]=1.C(=O)([O-])[O-].[Na+].[Na+]>O1CCOCC1.O.[Pd]>[CH3:1][O:2][C:3]1[C:8]([C:13]2[C:21]3[C:20]([C:22]4[CH:27]=[CH:26][CH:25]=[CH:24][CH:23]=4)=[N:19][CH:18]=[N:17][C:16]=3[NH:15][CH:14]=2)=[CH:7][CH:6]=[CH:5][N:4]=1 |f:2.3.4|. Reported procedure: A mixture of (2-methoxypyridin-3-yl)boronic acid (36 mg, 0.23 mmol), 5-iodo-4-phenyl-7H-pyrrolo[2,3-d]pyrimidine (50 mg, 0.16 mmol), sodium carbonate (83 mg, 0.78 mmol) and SiliaCat® heterogeneous catalysts DPP-Pd (loading=0.28 mmol/g, 111 mg, 0.031 mmol) in dioxane (1.30 mL) and water (0.26 mL) was heated to 170° C. under the microwave irradiation for 15 minutes. The reaction mixture was concentrated, redissolved in DMSO, filtered and the resulting solution was reconcentrated. Purification by r... The reactants are C1(=CC=CC=C1)C#C (phenylacetylene), alkyne, BrC1=C(C=CC=C1)[N+](=O)[O-] (bromonitrobenzene). Reagents/catalysts: [Cu]I (CuI). Conditions: temperature 56 celsius, time 24 hour. Yields the product C1(=CC=CC=C1)C#CC1=CC(=CC=C1)[N+](=O)[O-] (phenyl-3-nitrophenylacetylene). Isolated yield 84.0%. RXN SMILES: [C:1]1([C:7]#[CH:8])[CH:6]=[CH:5][CH:4]=[CH:3][CH:2]=1.Br[C:10]1[CH:15]=[CH:14][CH:13]=[CH:12][C:11]=1[N+:16]([O-:18])=[O:17]>[Cu]I>[C:1]1([C:7]#[C:8][C:15]2[CH:14]=[CH:13][CH:12]=[C:11]([N+:16]([O-:18])=[O:17])[CH:10]=2)[CH:6]=[CH:5][CH:4]=[CH:3][CH:2]=1. Procedure details: Example 1 was repeated except phenylacetylene ##STR9## was employed as the sole alkyne (25 mmols); the amount of CuI was increased to 0.25 mmol; and the reaction temperature was increased to 56° C. After 24 hours, the bromonitrobenzene was totally converted, giving an 84% yield of phenyl-3-nitrophenylacetylene ##STR10## Example 16 shows that it is not predictable (when Ex. 16 is compared with Exs. 13-15) which charge stocks will react with which halogenated arenes. Reactants: ClC=1C(=C(C=C2C(C(=CN(C12)C1=CC(=C(C=C1)F)OC)C(=O)OCC)=O)F)F (Ethyl 8-chloro-6,7-difluoro-1-(4-fluoro-3-methoxyphenyl)-4-oxo-1,4-dihydroquinoline-3-carboxylate), S(O)(O)(=O)=O (sulfuric acid), [N+](=O)([O-])[O-].[K+] (potassium nitrate), resultant mixture. Solvent: ice water. Yields the product ClC=1C(=C(C=C2C(C(=CN(C12)C1=C(C=C(C(=C1)OC)F)[N+](=O)[O-])C(=O)OCC)=O)F)F (Ethyl 8-Chloro-6,7-difluoro-1-(4-fluoro-5-methoxy-2-nitrophenyl)-4-oxo-1,4-dihydroquinoline-3-carboxylate). The yield is 57.3%. RXN SMILES: [Cl:1][C:2]1[C:3]([F:28])=[C:4]([F:27])[CH:5]=[C:6]2[C:11]=1[N:10]([C:12]1[CH:17]=[CH:16][C:15]([F:18])=[C:14]([O:19][CH3:20])[CH:13]=1)[CH:9]=[C:8]([C:21]([O:23][CH2:24][CH3:25])=[O:22])[C:7]2=[O:26].S(=O)(=O)(O)O.[N+:34]([O-])([O-:36])=[O:35].[K+]>>[Cl:1][C:2]1[C:3]([F:28])=[C:4]([F:27])[CH:5]=[C:6]2[C:11]=1[N:10]([C:12]1[CH:13]=[C:14]([O:19][CH3:20])[C:15]([F:18])=[CH:16][C:17]=1[N+:34]([O-:36])=[O:35])[CH:9]=[C:8]([C:21]([O:23][CH2:24][CH3:25])=[O:22])[C:7]2=[O:26] |f:2.3|. Reported procedure: Ethyl 8-chloro-6,7-difluoro-1-(4-fluoro-3-methoxyphenyl)-4-oxo-1,4-dihydroquinoline-3-carboxylate (830 mg) was added to concentrated sulfuric acid (4 ml), and anhydrous potassium nitrate (250 mg) was added portionwise to the mixture while stirring under ice cooling. The resultant mixture was stirred for 15 minutes under ice cooling and for 50 minutes at room temperature. The reaction mixture was poured into ice water (50 ml) and then extracted with chloroform (50 ml). After a chloroform layer wa... Starting materials: O=C([O-])O, CO, O=C1CC(Cl)(CCl)O1, [Na+]. Yields the product COC(=O)CC(=O)CCl. As a reaction SMILES: [C:11](=[O:12])([OH:13])[O-:14].[CH3:9][OH:10].[Cl:1][C:2]1([CH2:7][Cl:8])[CH2:3][C:4](=[O:6])[O:5]1.[Na+:15]>>[C:2]([CH2:3][C:4](=[O:6])[O:10][CH3:9])(=[O:5])[CH2:7][Cl:8]. The reactants are COC(=O)c1cc(N)cc(OCc2ccccc2)c1, CN(C)c1ccncc1, O=S(=O)(Cl)CCCCl, ClCCl, Cl, c1ccncc1. Yields the product COC(=O)c1cc(NS(=O)(=O)CCCCl)cc(OCc2ccccc2)c1. Reaction SMILES: [CH3:2][O:3][C:4]([c:5]1[cH:6][c:7]([NH2:19])[cH:8][c:9]([O:11][CH2:12][c:13]2[cH:14][cH:15][cH:16][cH:17][cH:18]2)[cH:10]1)=[O:20].[CH3:38][N:39]([c:40]1[cH:41][cH:42][n:43][cH:44][cH:45]1)[CH3:46].[Cl:27][CH2:28][CH2:29][CH2:30][S:31](=[O:32])(=[O:33])[Cl:34].[Cl:35][CH2:36][Cl:37].[ClH:1].[cH:21]1[cH:22][cH:23][n:24][cH:25][cH:26]1>>[CH3:2][O:3][C:4]([c:5]1[cH:6][c:7]([NH:19][S:31]([CH2:30][CH2:29][CH2:28][Cl:27])(=[O:32])=[O:33])[cH:8][c:9]([O:11][CH2:12][c:13]2[cH:14][cH:15][cH:16][cH:17][cH:18]2)[cH:10]1)=[O:20]. Starting materials: BrC1=CC=C(C=C1)C(CC(=O)C=1C=CC(NC1)=O)CCCC(F)(F)F (5-[3-(4-bromo-phenyl)-7,7,7-trifluoro-heptanoyl]-1H-pyridin-2-one), IC (iodomethane), C([O-])([O-])=O.[K+].[K+] (potassium carbonate). Product: BrC1=CC=C(C=C1)C(CC(=O)C=1C=CC(N(C1)C)=O)CCCC(F)(F)F (5-[3-(4-Bromo-phenyl)-7,7,7-trifluoro-heptanoyl]-1-methyl-1H-pyridin-2-one). RXN SMILES: [Br:1][C:2]1[CH:7]=[CH:6][C:5]([CH:8]([CH2:19][CH2:20][CH2:21][C:22]([F:25])([F:24])[F:23])[CH2:9][C:10]([C:12]2[CH:13]=[CH:14][C:15](=[O:18])[NH:16][CH:17]=2)=[O:11])=[CH:4][CH:3]=1.IC.[C:28](=O)([O-])[O-].[K+].[K+]>>[Br:1][C:2]1[CH:7]=[CH:6][C:5]([CH:8]([CH2:19][CH2:20][CH2:21][C:22]([F:25])([F:23])[F:24])[CH2:9][C:10]([C:12]2[CH:13]=[CH:14][C:15](=[O:18])[N:16]([CH3:28])[CH:17]=2)=[O:11])=[CH:4][CH:3]=1 |f:2.3.4|. Reported procedure: In analogy to example 161, step 1, 5-[3-(4-bromo-phenyl)-7,7,7-trifluoro-heptanoyl]-1H-pyridin-2-one was reacted with iodomethane in the presence of potassium carbonate to give the title compound as a light yellow oil, MS (ESI+): m/z=430.2 [M+H]+.